This data is from the Open Reaction Database (ORD), a public repository of structured organic reaction records. The task is: describe an organic reaction: reactants, conditions, products, and yield The reactants are C1(=CC=CC=C1)N1C(NCC2=C1N=CC=C2)=O (1-phenyl-2-oxo-1,2,3,4-tetrahydropyrido[2,3-d]pyrimidine), CN(C=O)C (dimethylformamide), [H-].[Na+] (sodium hydride), P(=O)(OC)(OC)OC (trimethyl phosphate). Solvent: O (water). Reaction conditions: time 30 minute. The product is C1(=CC=CC=C1)N1C(N(CC2=C1N=CC=C2)C)=O (1-phenyl-3-methyl-2-oxo-1,2,3,4-tetrahydropyrido[2,3-d]pyrimidine). RXN SMILES: [C:1]1([N:7]2[C:12]3[N:13]=[CH:14][CH:15]=[CH:16][C:11]=3[CH2:10][NH:9][C:8]2=[O:17])[CH:6]=[CH:5][CH:4]=[CH:3][CH:2]=1.[CH3:18]N(C)C=O.[H-].[Na+].P(OC)(OC)(OC)=O>O>[C:1]1([N:7]2[C:12]3[N:13]=[CH:14][CH:15]=[CH:16][C:11]=3[CH2:10][N:9]([CH3:18])[C:8]2=[O:17])[CH:2]=[CH:3][CH:4]=[CH:5][CH:6]=1 |f:2.3|. Procedure: To a solution of 2.2 g of 1-phenyl-2-oxo-1,2,3,4-tetrahydropyrido[2,3-d]pyrimidine and 20 ml of dimethylformamide was added 0.5 g of approximately 50% sodium hydride, and the mixture was allowed to stand at room temperature for 30 minutes. To this was further added dropwise 4.2 g of trimethyl phosphate and the resulting mixture was heated at a temperature of 170° - 180° C in a sealed-tube for 7 hours. After the reaction was complete, the solvent was removed from the reaction mixture by distillat...